This data is from the Open Reaction Database (ORD), a public repository of structured organic reaction records. The task is: describe an organic reaction: reactants, conditions, products, and yield Starting materials: CC1=C(N=C(O1)C=1SC=CC1)COC1=CC=C(CN2N=C(C(=C2)CCC(=O)OC)C2=CC=CC=C2)C=C1 (methyl 3-[1-[4-[5-methyl-2-(2-thienyl)-4-oxazolylmethoxy]benzyl]-3-phenyl-1H-pyrazol-4-yl]propionate), O.[OH-].[Li+] (lithium hydroxide monohydrate), O1CCCC1 (tetrahydrofuran), Cl (hydrochloric acid). The solvent is CO (methanol), O (water). Conditions: time 2 hour. The product is CC1=C(N=C(O1)C=1SC=CC1)COC1=CC=C(CN2N=C(C(=C2)CCC(=O)O)C2=CC=CC=C2)C=C1 (3-[1-[4-[5-methyl-2-(2-thienyl)-4-oxazolylmethoxy]benzyl]-3-phenyl-1H-pyrazol-4-yl]propionic acid). Isolated yield 94.4%. Reaction SMILES: [CH3:1][C:2]1[O:6][C:5]([C:7]2[S:8][CH:9]=[CH:10][CH:11]=2)=[N:4][C:3]=1[CH2:12][O:13][C:14]1[CH:37]=[CH:36][C:17]([CH2:18][N:19]2[CH:23]=[C:22]([CH2:24][CH2:25][C:26]([O:28]C)=[O:27])[C:21]([C:30]3[CH:35]=[CH:34][CH:33]=[CH:32][CH:31]=3)=[N:20]2)=[CH:16][CH:15]=1.O.[OH-].[Li+].O1CCCC1.Cl>CO.O>[CH3:1][C:2]1[O:6][C:5]([C:7]2[S:8][CH:9]=[CH:10][CH:11]=2)=[N:4][C:3]=1[CH2:12][O:13][C:14]1[CH:37]=[CH:36][C:17]([CH2:18][N:19]2[CH:23]=[C:22]([CH2:24][CH2:25][C:26]([OH:28])=[O:27])[C:21]([C:30]3[CH:31]=[CH:32][CH:33]=[CH:34][CH:35]=3)=[N:20]2)=[CH:16][CH:15]=1 |f:1.2.3|. Procedure: A mixture of methyl 3-[1-[4-[5-methyl-2-(2-thienyl)-4-oxazolylmethoxy]benzyl]-3-phenyl-1H-pyrazol-4-yl]propionate (633 mg), lithium hydroxide monohydrate (155 mg), tetrahydrofuran (6 ml), water (4 ml) and methanol (4 ml) was stirred at room temperature for 2 hours, and 1N hydrochloric acid (3.7 ml) was added to the mixture, which was extracted with ethyl acetate. The ethyl acetate layer was washed with saturated aqueous sodium chloride solution, dried (MgSO4), then concentrated. The colorless cr... Reactants: CCCCCCCCCCCC(=O)O, [Cl-], CCCCCCCCCCCC(O)CC(=O)OC(C)(C)C. Product: CCCCCCCCCCCC(=O)OC(CCCCCCCCCCC)CC(=O)OC(C)(C)C. Reaction SMILES: [CH3:23][CH2:24][CH2:25][CH2:26][CH2:27][CH2:28][CH2:29][CH2:30][CH2:31][CH2:32][CH2:33][C:34]([OH:35])=[O:36].[Cl-:22].[OH:1][CH:2]([CH2:3][C:4](=[O:5])[O:6][C:7]([CH3:8])([CH3:9])[CH3:10])[CH2:11][CH2:12][CH2:13][CH2:14][CH2:15][CH2:16][CH2:17][CH2:18][CH2:19][CH2:20][CH3:21]>>[O:1]([CH:2]([CH2:3][C:4](=[O:5])[O:6][C:7]([CH3:8])([CH3:9])[CH3:10])[CH2:11][CH2:12][CH2:13][CH2:14][CH2:15][CH2:16][CH2:17][CH2:18][CH2:19][CH2:20][CH3:21])[C:34]([CH2:33][CH2:32][CH2:31][CH2:30][CH2:29][CH2:28][CH2:27][CH2:26][CH2:25][CH2:24][CH3:23])=[O:35]. Starting materials: CC(C)(C)c1ccc(N2C(=O)N(Cc3ccnc(Cl)c3)C(C)(C)C2=O)cc1, O=C([O-])[O-], CC(=O)[O-], CC(=O)[O-], [Cs+], [Cs+], Nc1cccc(F)c1, C1COCCO1, [Pd+2]. The product is CC(C)(C)c1ccc(N2C(=O)N(Cc3ccnc(Nc4cccc(F)c4)c3)C(C)(C)C2=O)cc1. RXN SMILES: [C:1]([CH3:2])([CH3:3])([CH3:4])[c:5]1[cH:6][cH:7][c:8]([N:11]2[C:12](=[O:27])[N:13]([CH2:19][c:20]3[cH:21][c:22]([Cl:26])[n:23][cH:24][cH:25]3)[C:14]([CH3:17])([CH3:18])[C:15]2=[O:16])[cH:9][cH:10]1.[C:36](=[O:37])([O-:38])[O-:39].[C:48]([O-:49])(=[O:50])[CH3:51].[C:52]([O-:53])(=[O:54])[CH3:55].[Cs+:40].[Cs+:41].[NH2:28][c:29]1[cH:30][cH:31][cH:32][c:33]([F:34])[cH:35]1.[O:42]1[CH2:43][CH2:44][O:45][CH2:46][CH2:47]1.[Pd+2:56]>>[C:1]([CH3:2])([CH3:3])([CH3:4])[c:5]1[cH:6][cH:7][c:8]([N:11]2[C:12](=[O:27])[N:13]([CH2:19][c:20]3[cH:21][c:22]([NH:28][c:29]4[cH:30][cH:31][cH:32][c:33]([F:34])[cH:35]4)[n:23][cH:24][cH:25]3)[C:14]([CH3:17])([CH3:18])[C:15]2=[O:16])[cH:9][cH:10]1.